This data is from the Open Reaction Database (ORD), a public repository of structured organic reaction records. The task is: describe an organic reaction: reactants, conditions, products, and yield Starting materials: C1(=CC=C(C=C1)O)C1=CC=C(C=C1)O (biphenyl-4,4'-diol), C([O-])([O-])=O.[Na+].[Na+] (sodium carbonate), [H][H] (hydrogen). Reagents/catalysts: [Pd] (palladium-on-carbon). Solvent: O1CCCC1 (tetrahydrofuran), C(C)(C)O (isopropanol). The product is C1CC(CCC1C2CCC(CC2)O)O (dicyclohexyl-4,4'-diol). RXN SMILES: [C:1]1([C:8]2[CH:13]=[CH:12][C:11]([OH:14])=[CH:10][CH:9]=2)[CH:6]=[CH:5][C:4]([OH:7])=[CH:3][CH:2]=1.C(=O)([O-])[O-].[Na+].[Na+].[H][H]>C(O)(C)C.O1CCCC1.[Pd]>[CH2:6]1[CH:1]([CH:8]2[CH2:13][CH2:12][CH:11]([OH:14])[CH2:10][CH2:9]2)[CH2:2][CH2:3][CH:4]([OH:7])[CH2:5]1 |f:1.2.3|. Procedure details: In 1 l of isopropanol was dissolved 100 g (0.54 mol) of biphenyl-4,4'-diol, and 5 g of anhydrous sodium carbonate and 5 g of 5% palladium-on-carbon were added to the solution. The mixture was subjected to reduction reaction in an autoclave at 100° C. and at a hydrogen pressure of 5 kg/cm2 for 25 to 30 hours. After completion of the reaction, the reaction mixture was filtered, and the isopropanol was removed from the filtrate by distillation under reduced pressure to recover a part of dicyclohexy...